This data is from the Open Reaction Database (ORD), a public repository of structured organic reaction records. The task is: describe an organic reaction: reactants, conditions, products, and yield Reactants: CC(C)=O, O=C=Nc1ccc(Cl)cc1, Cl, [N-]=C=O, NC1=NCCC1, [Na]. Yields the product O=C(NC1=NCCC1)Nc1ccc(Cl)cc1. RXN SMILES: [CH3:22][C:23](=[O:24])[CH3:25].[Cl:9][c:10]1[cH:11][cH:12][c:13]([N:16]=[C:17]=[O:18])[cH:14][cH:15]1.[ClH:2].[N-:19]=[C:20]=[O:21].[NH2:3][C:4]1=[N:5][CH2:6][CH2:7][CH2:8]1.[Na:1]>>[NH:3]([C:4]1=[N:5][CH2:6][CH2:7][CH2:8]1)[C:17]([NH:16][c:13]1[cH:12][cH:11][c:10]([Cl:9])[cH:15][cH:14]1)=[O:18].